Dataset: the Open Reaction Database (ORD), a public repository of structured organic reaction records. Task: describe an organic reaction: reactants, conditions, products, and yield Reactants: CCCCN1C(=O)C(Cl)=C(c2ccccc2)S1(=O)=O, Nc1ccc(CO)cc1, CN(C)C=O. The product is CCCCN1C(=O)C(Nc2ccc(CO)cc2)=C(c2ccccc2)S1(=O)=O. As a reaction SMILES: [CH2:1]([CH2:2][CH2:3][CH3:4])[N:5]1[S:6](=[O:18])(=[O:19])[C:7]([c:12]2[cH:13][cH:14][cH:15][cH:16][cH:17]2)=[C:8]([Cl:11])[C:9]1=[O:10].[NH2:20][c:21]1[cH:22][cH:23][c:24]([CH2:27][OH:28])[cH:25][cH:26]1.[O:29]=[CH:30][N:31]([CH3:32])[CH3:33]>>[CH2:1]([CH2:2][CH2:3][CH3:4])[N:5]1[S:6](=[O:18])(=[O:19])[C:7]([c:12]2[cH:13][cH:14][cH:15][cH:16][cH:17]2)=[C:8]([NH:20][c:21]2[cH:22][cH:23][c:24]([CH2:27][OH:28])[cH:25][cH:26]2)[C:9]1=[O:10]. Starting materials: O (water), OC=1C=NC(=CC1)C (3-hydroxy-6-methylpyridine), C(C#C)Cl (propargyl chloride), [OH-].[K+] (potassium hydroxide). Solvent: CS(=O)C (DMSO). Reaction conditions: time 6 hour. The product is CC1=CC=C(C=N1)OCC#C (6-methyl-3-(2-propynyloxy)-pyridine). Isolated yield 48.1%. Reaction SMILES: [OH:1][C:2]1[CH:3]=[N:4][C:5]([CH3:8])=[CH:6][CH:7]=1.[OH-].[K+].[CH2:11](Cl)[C:12]#[CH:13].O>CS(C)=O>[CH3:8][C:5]1[N:4]=[CH:3][C:2]([O:1][CH2:13][C:12]#[CH:11])=[CH:7][CH:6]=1 |f:1.2|. Procedure: To a solution of 25.0 g (0.229 mole) 3-hydroxy-6-methylpyridine in 200 ml DMSO there was added 12.8 g (0.22 mole) powdered potassium hydroxide and 20.0 g (0.266 mole) propargyl chloride. The mixture was stirred at room temperature for 6 hrs. and then poured into an equal volume of water. This mixture was extracted with ether. The ether extract was dried, filtered and concentrated to have 20.5 g crude product. Distillation gave 16.2 g 6-methyl-3-(2-propynyloxy)-pyridine. Yield 48% theory; b.p. 75... The reactants are BrC1=CC=C2C(N3C(=NC2=C1)CN(C(C3)C)C(=O)OCC3C1=CC=CC=C1C=1C=CC=CC31)=O ((9H-fluoren-9-yl)methyl 9-bromo-3-methyl-6-oxo-3,4-dihydro-1H-pyrazino[2,1-b]quinazoline-2(6H)-carboxylate), N1CCCCC1 (piperidine). The solvent is C(Cl)Cl (DCM), O (water). Yields the product BrC1=CC=C2C(N3C(=NC2=C1)CNC(C3)C)=O (9-bromo-3-methyl-3,4-dihydro-1H-pyrazino[2,1-b]quinazolin-6(2H)-one). Reaction SMILES: [Br:1][C:2]1[CH:11]=[C:10]2[C:5]([C:6](=[O:34])[N:7]3[CH2:15][CH:14]([CH3:16])[N:13](C(OCC4C5C=CC=CC=5C5C4=CC=CC=5)=O)[CH2:12][C:8]3=[N:9]2)=[CH:4][CH:3]=1.N1CCCCC1>C(Cl)Cl.O>[Br:1][C:2]1[CH:11]=[C:10]2[C:5]([C:6](=[O:34])[N:7]3[CH2:15][CH:14]([CH3:16])[NH:13][CH2:12][C:8]3=[N:9]2)=[CH:4][CH:3]=1. Procedure details: A solution of (9H-fluoren-9-yl)methyl 9-bromo-3-methyl-6-oxo-3,4-dihydro-1H-pyrazino[2,1-b]quinazoline-2(6H)-carboxylate (2 g, 3.9 mmol, 1 equiv) and piperidine (4 mL) in DCM (50 mL) was stirred at room temperature overnight. The reaction mixture was then diluted with water and extracted with ethyl acetate (3×100 mL). The combined organic layers were dried over Na2SO4. After filtration and concentration, the residue was purified by silica gel chromatography to give the desired product.